The task is: describe an organic reaction: reactants, conditions, products, and yield. This data is from the Open Reaction Database (ORD), a public repository of structured organic reaction records. Starting materials: B, C1CCOC1, C1CCOC1, CO, COC(=O)c1ccc2c(C3CCCCC3)c3n(c2c1)CC(=O)N(CCN(C)C)Cc1cc(Cl)ccc1-3, Cl. Yields the product COC(=O)c1ccc2c(C3CCCCC3)c3n(c2c1)CCN(CCN(C)C)Cc1cc(Cl)ccc1-3. Reaction SMILES: [BH3:37].[CH2:38]1[O:39][CH2:40][CH2:41][CH2:42]1.[CH2:44]1[O:45][CH2:46][CH2:47][CH2:48]1.[CH3:49][OH:50].[Cl:1][c:2]1[cH:3][cH:4][c:5]2[c:6]([cH:36]1)[CH2:7][N:8]([CH2:31][CH2:32][N:33]([CH3:34])[CH3:35])[C:9](=[O:30])[CH2:10][n:11]1[c:12]-2[c:13]([CH:24]2[CH2:25][CH2:26][CH2:27][CH2:28][CH2:29]2)[c:14]2[cH:15][cH:16][c:17]([C:20](=[O:21])[O:22][CH3:23])[cH:18][c:19]12.[ClH:43]>>[Cl:1][c:2]1[cH:3][cH:4][c:5]2[c:6]([cH:36]1)[CH2:7][N:8]([CH2:31][CH2:32][N:33]([CH3:34])[CH3:35])[CH2:9][CH2:10][n:11]1[c:12]-2[c:13]([CH:24]2[CH2:25][CH2:26][CH2:27][CH2:28][CH2:29]2)[c:14]2[cH:15][cH:16][c:17]([C:20](=[O:21])[O:22][CH3:23])[cH:18][c:19]12.